This data is from the Open Reaction Database (ORD), a public repository of structured organic reaction records. The task is: describe an organic reaction: reactants, conditions, products, and yield Starting materials: CCOC(C)=O, ClCCl, O=C1CCC(=O)N1I, CC(C)(C)OC(=O)c1csc(N2CCc3cccc(C(=O)N(COCC[Si](C)(C)C)c4nc5ccccc5s4)c3C2)n1. Product: CC(C)(C)OC(=O)c1nc(N2CCc3cccc(C(=O)N(COCC[Si](C)(C)C)c4nc5ccccc5s4)c3C2)sc1I. RXN SMILES: [CH3:54][CH2:55][O:56][C:57]([CH3:58])=[O:59].[Cl:51][CH2:52][Cl:53].[O:43]=[C:44]1[N:45]([I:50])[C:46](=[O:47])[CH2:48][CH2:49]1.[s:1]1[c:2]([N:10]([C:11](=[O:12])[c:13]2[cH:14][cH:15][cH:16][c:17]3[c:22]2[CH2:21][N:20]([c:23]2[s:24][cH:25][c:26]([C:28](=[O:29])[O:30][C:31]([CH3:32])([CH3:33])[CH3:34])[n:27]2)[CH2:19][CH2:18]3)[CH2:35][O:36][CH2:37][CH2:38][Si:39]([CH3:40])([CH3:41])[CH3:42])[n:3][c:4]2[c:5]1[cH:6][cH:7][cH:8][cH:9]2>>[s:1]1[c:2]([N:10]([C:11](=[O:12])[c:13]2[cH:14][cH:15][cH:16][c:17]3[c:22]2[CH2:21][N:20]([c:23]2[s:24][c:25]([I:50])[c:26]([C:28](=[O:29])[O:30][C:31]([CH3:32])([CH3:33])[CH3:34])[n:27]2)[CH2:19][CH2:18]3)[CH2:35][O:36][CH2:37][CH2:38][Si:39]([CH3:40])([CH3:41])[CH3:42])[n:3][c:4]2[c:5]1[cH:6][cH:7][cH:8][cH:9]2.